Dataset: the Open Reaction Database (ORD), a public repository of structured organic reaction records. Task: describe an organic reaction: reactants, conditions, products, and yield The reactants are ClC1=CC=C(C=C1)S(=O)(=O)N[C@@H](C(=S)O)CCC ((R)-2-(4-chlorobenzenesulfonylamino)-4-methylthiobutanoic acid), C1(CCCCC1)N=C=NC1CCCCC1 (N,N'-dicyclohexylcarbodiimide), NC1=CC=C(C=C1)CC(=O)OCC (ethyl 4-aminophenylacetate). Solvent: ClCCl (dichloromethane). Yields the product ClC1=CC=C(C=C1)S(=O)(=O)N[C@@H](C(=S)NC1=CC=C(C=C1)CC(=O)OCC)CCC ((R)-2-(4-chlorobenzenesulfonylamino)-N-(4-(ethoxycarbonylmethyl)phenyl)-4-methylthiobutanamide). Isolated yield 2.1%. RXN SMILES: [Cl:1][C:2]1[CH:7]=[CH:6][C:5]([S:8]([NH:11][C@H:12]([CH2:16][CH2:17][CH3:18])[C:13](O)=[S:14])(=[O:10])=[O:9])=[CH:4][CH:3]=1.[NH2:19][C:20]1[CH:25]=[CH:24][C:23]([CH2:26][C:27]([O:29][CH2:30][CH3:31])=[O:28])=[CH:22][CH:21]=1.C1(N=C=NC2CCCCC2)CCCCC1>ClCCl>[Cl:1][C:2]1[CH:7]=[CH:6][C:5]([S:8]([NH:11][C@H:12]([CH2:16][CH2:17][CH3:18])[C:13]([NH:19][C:20]2[CH:21]=[CH:22][C:23]([CH2:26][C:27]([O:29][CH2:30][CH3:31])=[O:28])=[CH:24][CH:25]=2)=[S:14])(=[O:10])=[O:9])=[CH:4][CH:3]=1. Procedure details: The procedure described in Example 180 was repeated, except that (R)-2-(4-chlorobenzenesulfonylamino)-4-methylthiobutanoic acid (715 mg) and ethyl 4-aminophenylacetate (430 mg) were condensed in dichloromethane (15 ml) in the presence of N,N'-dicyclohexylcarbodiimide (546 mg). The reaction mixture was filtered, and the filtrate was concentrated. The resulting crude product was recrystallized from hexanechloroform to obtain (R)-2-(4-chlorobenzenesulfonylamino)-N-(4-(ethoxycarbonylmethyl)phenyl)-4... The reactants are C(C)(=O)OC(C)=O (acetic anhydride), OC1=CC=C(C=C1)C(C(=O)OCC)=O (ethyl 2-(4-hydroxyphenyl)-2-oxoacetate), O (water). Solvent: N1=CC=CC=C1 (pyridine). Conditions: time 1 hour. Yields the product C(C)(=O)OC1=CC=C(C=C1)C(C(=O)OCC)=O (ethyl 2-(4-acetoxyphenyl)-2-oxoacetate). RXN SMILES: [OH:1][C:2]1[CH:7]=[CH:6][C:5]([C:8](=[O:14])[C:9]([O:11][CH2:12][CH3:13])=[O:10])=[CH:4][CH:3]=1.[C:15](OC(=O)C)(=[O:17])[CH3:16].O>N1C=CC=CC=1>[C:15]([O:1][C:2]1[CH:3]=[CH:4][C:5]([C:8](=[O:14])[C:9]([O:11][CH2:12][CH3:13])=[O:10])=[CH:6][CH:7]=1)(=[O:17])[CH3:16]. Reported procedure: 7.25 g of ethyl 2-(4-hydroxyphenyl)-2-oxoacetate was dissolved in 15 ml of pyridine, followed by adding 4 ml of acetic anhydride and then stirring at room temperature for 1 hour. The resulting reaction solution was poured into water, and extracted with diethyl ether. The resulting organic layer was washed with water, and then concentrated to dryness. Thereafter, the residue was dissolved in benzene, and then concentrated to obtain 8.3 g of the title compound in an oily form. Starting materials: Fc1ncc(Br)cc1-c1ccccc1, CC(C)O, NN, O. Product: NNc1ncc(Br)cc1-c1ccccc1. RXN SMILES: [Br:4][c:5]1[cH:6][c:7](-[c:12]2[cH:13][cH:14][cH:15][cH:16][cH:17]2)[c:8]([F:11])[n:9][cH:10]1.[CH:18]([OH:19])([CH3:20])[CH3:21].[NH2:2][NH2:3].[OH2:1]>>[NH:2]([NH2:3])[c:8]1[c:7](-[c:12]2[cH:13][cH:14][cH:15][cH:16][cH:17]2)[cH:6][c:5]([Br:4])[cH:10][n:9]1. The reactants are N#Cc1ccccc1, NCCN, O. The product is c1ccc(C2=NCCN2)cc1. Reaction SMILES: [N:1]#[C:2][c:3]1[cH:4][cH:5][cH:6][cH:7][cH:8]1.[NH2:9][CH2:10][CH2:11][NH2:12].[OH2:13]>>[NH:1]1[C:2]([c:3]2[cH:4][cH:5][cH:6][cH:7][cH:8]2)=[N:9][CH2:10][CH2:11]1. Starting materials: B, C1CCOC1, COB(OC)OC, CSC, CO, O=C(O)c1cccc([N+](=O)[O-])c1I, O. Product: O=[N+]([O-])c1cccc(CO)c1I. As a reaction SMILES: [BH3:4].[CH2:27]1[O:28][CH2:29][CH2:30][CH2:31]1.[CH3:18][O:19][B:20]([O:21][CH3:22])[O:23][CH3:24].[CH3:1][S:2][CH3:3].[CH3:25][OH:26].[I:5][c:6]1[c:7]([C:8](=[O:9])[OH:10])[cH:11][cH:12][cH:13][c:14]1[N+:15](=[O:16])[O-:17].[OH2:32]>>[I:5][c:6]1[c:7]([CH2:8][OH:9])[cH:11][cH:12][cH:13][c:14]1[N+:15](=[O:16])[O-:17]. Reactants: O=C([O-])[O-], BrCc1ccccc1, ClCCl, CN(C)C=O, NC(=O)C(NS(=O)(=O)c1ccc(Cl)cc1)c1ccccc1, [K+], [K+], O. Yields the product NC(=O)C(c1ccccc1)N(Cc1ccccc1)S(=O)(=O)c1ccc(Cl)cc1. Reaction SMILES: [C:30](=[O:31])([O-:32])[O-:33].[CH2:22]([c:23]1[cH:24][cH:25][cH:26][cH:27][cH:28]1)[Br:29].[CH2:36]([Cl:37])[Cl:38].[CH3:40][N:41]([CH3:42])[CH:43]=[O:44].[Cl:1][c:2]1[cH:3][cH:4][c:5]([S:8](=[O:9])(=[O:10])[NH:11][CH:12]([C:13](=[O:14])[NH2:15])[c:16]2[cH:17][cH:18][cH:19][cH:20][cH:21]2)[cH:6][cH:7]1.[K+:34].[K+:35].[OH2:39]>>[Cl:1][c:2]1[cH:3][cH:4][c:5]([S:8](=[O:9])(=[O:10])[N:11]([CH:12]([C:13](=[O:14])[NH2:15])[c:16]2[cH:17][cH:18][cH:19][cH:20][cH:21]2)[CH2:22][c:23]2[cH:24][cH:25][cH:26][cH:27][cH:28]2)[cH:6][cH:7]1. Reaction conditions: temperature 0 celsius, time 15 minute. Reported procedure: 2′-deoxycytidine monohydrochloride (13.18 g, 52 mmol) that had been subjected to azeotropic dehydration with pyridine (2×20 ml) under an argon gas stream was suspended in anhydrous pyridine (120 ml) and cooled to 0° C. Chlorotrimethylsilane (19.0 ml, 150 mmol) was added and the mixture was stirred for 15 minutes. The benzoyl chloride-monomethoxypolyethylene glycol; CH3O(CH2CH2O)kC6H4COCl {34.9 mmol, mPEG portion Mn=350; 1H-NMR (400 MHz, CDCl3, TMS) δ68.07 (d, J=8.8Hz,2H,ArH), 6.99 (d, J=8.8 Hz,2... As a reaction SMILES: Cl.[C@@H:2]1([N:10]2[CH:17]=[CH:16][C:14]([NH2:15])=[N:13][C:11]2=[O:12])[O:9][C@H:6]([CH2:7][OH:8])[C@@H:4]([OH:5])[CH2:3]1.Cl[Si](C)(C)C.C(Cl)(=O)C1C=CC=CC=1.COCCO.C(O)(=O)C1C=CC=CC=1.COCCO.S(Cl)(Cl)=O>N1C=CC=CC=1>[C@@H:2]1([N:10]2[CH:17]=[CH:16][C:14]([NH2:15])=[N:13][C:11]2=[O:12])[O:9][C@H:6]([CH2:7][OH:8])[C@@H:4]([OH:5])[CH2:3]1 |f:0.1,3.4,5.6|. Yield: 82.4%. Run in N1=CC=CC=C1 (pyridine), N1=CC=CC=C1 (pyridine), N1=CC=CC=C1 (pyridine). The reactants are Cl.[C@@H]1(C[C@H](O)[C@@H](CO)O1)N1C(=O)N=C(N)C=C1 (2′-deoxycytidine monohydrochloride), CH3O(CH2CH2O)kC6H4COCl, C(C1=CC=CC=C1)(=O)O.COCCO (benzoic acid monomethoxypolyethylene glycol), S(=O)(Cl)Cl (thionyl chloride), Cl[Si](C)(C)C (Chlorotrimethylsilane), C(C1=CC=CC=C1)(=O)Cl.COCCO (benzoyl chloride monomethoxypolyethylene glycol). Product: [C@@H]1(C[C@H](O)[C@@H](CO)O1)N1C(=O)N=C(N)C=C1 (2′-deoxycytidine). Reactants: compound 11, NC1=C(OCCCC(=O)OCC)C=CC=C1 (ethyl 4-(2-aminophenoxy)butyrate), CC(CCCN1C=CC2=CC(=CC=C12)/C(=C/C(=O)O)/C)C (3-[1-(4-methylpentyl)indol-5-yl]isocrotonic acid). Yields the product CC(CCCN1C=CC2=CC(=CC=C12)/C(=C/C(=O)NC1=C(OCCCC(=O)O)C=CC=C1)/C)C (4-{2-[3-[1-(4-methylpentyl)indol-5-yl]isocrotonoyl amino]phenoxy}butyric acid). As a reaction SMILES: [NH2:1][C:2]1[CH:16]=[CH:15][CH:14]=[CH:13][C:3]=1[O:4][CH2:5][CH2:6][CH2:7][C:8]([O:10]CC)=[O:9].[CH3:17][CH:18]([CH3:37])[CH2:19][CH2:20][CH2:21][N:22]1[C:30]2[C:25](=[CH:26][C:27](/[C:31](/[CH3:36])=[CH:32]/[C:33](O)=[O:34])=[CH:28][CH:29]=2)[CH:24]=[CH:23]1>>[CH3:17][CH:18]([CH3:37])[CH2:19][CH2:20][CH2:21][N:22]1[C:30]2[C:25](=[CH:26][C:27](/[C:31](/[CH3:36])=[CH:32]/[C:33]([NH:1][C:2]3[CH:16]=[CH:15][CH:14]=[CH:13][C:3]=3[O:4][CH2:5][CH2:6][CH2:7][C:8]([OH:10])=[O:9])=[O:34])=[CH:28][CH:29]=2)[CH:24]=[CH:23]1. Procedure: 0.41 g of compound 11 was obtained in a similar manner to those described in the Examples 1 and 2 using 2.33 g of ethyl 4-(2-aminophenoxy)butyrate and 1.49 g of 3-[1-(4-methylpentyl)indol-5-yl]isocrotonic acid obtained according to the procedures described in the Reference Examples 1-4. Reactants: CC(C)(C)OC(=O)N1CCN(C(=O)c2ccc(N3C(=O)OCC3CO)cc2)CC1, CCI. Product: CCOCC1COC(=O)N1c1ccc(C(=O)N2CCN(C(=O)OC(C)(C)C)CC2)cc1. As a reaction SMILES: [C:1]([CH3:2])([CH3:3])([CH3:4])[O:5][C:6](=[O:7])[N:8]1[CH2:9][CH2:10][N:11]([C:14]([c:15]2[cH:16][cH:17][c:18]([N:21]3[C:22](=[O:28])[O:23][CH2:24][CH:25]3[CH2:26][OH:27])[cH:19][cH:20]2)=[O:29])[CH2:12][CH2:13]1.[CH2:30]([CH3:31])[I:32]>>[C:1]([CH3:2])([CH3:3])([CH3:4])[O:5][C:6](=[O:7])[N:8]1[CH2:9][CH2:10][N:11]([C:14]([c:15]2[cH:16][cH:17][c:18]([N:21]3[C:22](=[O:28])[O:23][CH2:24][CH:25]3[CH2:26][O:27][CH2:30][CH3:31])[cH:19][cH:20]2)=[O:29])[CH2:12][CH2:13]1.